From a dataset of the Open Reaction Database (ORD), a public repository of structured organic reaction records. describe an organic reaction: reactants, conditions, products, and yield Reactants: CN1N=C(C=C1NC1=NC(=NC=C1CO)SC)C ([4-(2,5-dimethyl-2H-pyrazol-3-ylamino)-2-methylsulfanyl-pyrimidin-5-yl]-methanol). The reagents and catalysts are [O-2].[Mn+4].[O-2] (manganese (IV) oxide). The solvent is C(Cl)Cl.C1CCOC1 (CH2Cl2 THF). Conditions: time 43 hour. Yields the product CN1N=C(C=C1NC1=NC(=NC=C1C=O)SC)C (4-(2,5-dimethyl-2H-pyrazol-3-ylamino)-2-methylsulfanyl-pyrimidine-5-carbaldehyde). As a reaction SMILES: [CH3:1][N:2]1[C:6]([NH:7][C:8]2[C:13]([CH2:14][OH:15])=[CH:12][N:11]=[C:10]([S:16][CH3:17])[N:9]=2)=[CH:5][C:4]([CH3:18])=[N:3]1>C(Cl)Cl.C1COCC1.[O-2].[Mn+4].[O-2]>[CH3:1][N:2]1[C:6]([NH:7][C:8]2[C:13]([CH:14]=[O:15])=[CH:12][N:11]=[C:10]([S:16][CH3:17])[N:9]=2)=[CH:5][C:4]([CH3:18])=[N:3]1 |f:1.2,3.4.5|. Procedure details: To a solution of [4-(2,5-dimethyl-2H-pyrazol-3-ylamino)-2-methylsulfanyl-pyrimidin-5-yl]-methanol, 17, (0.97 g, 3.66 mmol) in CH2Cl2/THF (35 mL of 1:1 mixture) is added manganese (IV) oxide (2.54 g, 29.28 mmol). After stirring the suspension at room temperature for 43 hours, the mixture is filtered through celite, and washed with CH2Cl2. The filtrate is concentrated in vacuo and the resulting residue is purified over silica (5% MeOH/chloroform) to afford 0.52 g of the desired product: 1H NMR (30... Reactants: CS(=O)(=O)c1nccc(-n2cnc3ccccc32)n1, NCc1cc(F)cc(F)c1. The product is Fc1cc(F)cc(CNc2nccc(-n3cnc4ccccc43)n2)c1. RXN SMILES: [CH3:1][S:2](=[O:3])(=[O:4])[c:5]1[n:6][cH:7][cH:8][c:9](-[n:11]2[cH:12][n:13][c:14]3[c:15]2[cH:16][cH:17][cH:18][cH:19]3)[n:10]1.[F:20][c:21]1[cH:22][c:23]([CH2:24][NH2:25])[cH:26][c:27]([F:29])[cH:28]1>>[c:5]1([NH:25][CH2:24][c:23]2[cH:22][c:21]([F:20])[cH:28][c:27]([F:29])[cH:26]2)[n:6][cH:7][cH:8][c:9](-[n:11]2[cH:12][n:13][c:14]3[c:15]2[cH:16][cH:17][cH:18][cH:19]3)[n:10]1. Reactants: FC1=CC=C(C(=O)C2=C3C=CC(=CC3=CC=C2O)S(=O)(=O)C)C=C1 (5-(4-fluorobenzoyl)-6-hydroxy-2-methylsulfonyl-naphthalene), CI (methyl iodide), C([O-])([O-])=O.[K+].[K+] (potassium carbonate). Run in CN(C=O)C (N,N-dimethylformamide), O (water). Conditions: time 16 hour. Product: FC1=CC=C(C(=O)C2=C3C=CC(=CC3=CC=C2OC)S(=O)(=O)C)C=C1 (5-(4-fluorobenzoyl)-6-methoxy-2-methylsulfonylnaphthalene). The yield is 96.2%. Reaction SMILES: [F:1][C:2]1[CH:24]=[CH:23][C:5]([C:6]([C:8]2[C:17]([OH:18])=[CH:16][CH:15]=[C:14]3[C:9]=2[CH:10]=[CH:11][C:12]([S:19]([CH3:22])(=[O:21])=[O:20])=[CH:13]3)=[O:7])=[CH:4][CH:3]=1.CI.[C:27](=O)([O-])[O-].[K+].[K+]>CN(C)C=O.O>[F:1][C:2]1[CH:24]=[CH:23][C:5]([C:6]([C:8]2[C:17]([O:18][CH3:27])=[CH:16][CH:15]=[C:14]3[C:9]=2[CH:10]=[CH:11][C:12]([S:19]([CH3:22])(=[O:21])=[O:20])=[CH:13]3)=[O:7])=[CH:4][CH:3]=1 |f:2.3.4|. Reported procedure: A mixture of 5-(4-fluorobenzoyl)-6-hydroxy-2-methylsulfonylnaphthalene (1.0 g, 2.9 mmol), [prepared as described in step 3 above], methyl iodide (0.65 ml, 10.45 mmol), and potassium carbonate (0.64 g, 4.65 mmol) in N,N-dimethylformamide (10 ml) was stirred at room temperature. After 16 h, the reaction mixture was diluted with water and extracted into ethyl acetate. The organic layer was separated, washed with brine, and dried over sodium sulfate. The solvent was removed in vacuo and the crude pr... Yields the product COc1ccc(C(=O)c2cccc(Cl)c2F)cc1. Starting materials: [Br-], COc1ccc([Mg+])cc1, CON(C)C(=O)c1cccc(Cl)c1F. As a reaction SMILES: [Br-:15].[CH3:16][O:17][c:18]1[cH:19][cH:20][c:21]([Mg+:24])[cH:22][cH:23]1.[Cl:1][c:2]1[c:3]([F:14])[c:4]([C:5](=[O:6])[N:7]([O:8][CH3:9])[CH3:10])[cH:11][cH:12][cH:13]1>>[Cl:1][c:2]1[c:3]([F:14])[c:4]([C:5](=[O:6])[c:21]2[cH:20][cH:19][c:18]([O:17][CH3:16])[cH:23][cH:22]2)[cH:11][cH:12][cH:13]1. The reactants are BrCC1=CC(=C(C=C1)C=1OC2=C(N1)C=CC=C2)F (2-(4-bromomethyl-2-fluorophenyl)benzoxazole), [C-]#N.[Na+] (sodium cyanide). Run in CO (methanol). Conditions: time 10 minute. Yields the product O1C(=NC2=C1C=CC=C2)C2=C(C=C(C=C2)CC#N)F (4-(benzoxazol-2-yl)-3-fluorophenylacetonitrile). RXN SMILES: Br[CH2:2][C:3]1[CH:8]=[CH:7][C:6]([C:9]2[O:10][C:11]3[CH:17]=[CH:16][CH:15]=[CH:14][C:12]=3[N:13]=2)=[C:5]([F:18])[CH:4]=1.[C-:19]#[N:20].[Na+]>CO>[O:10]1[C:11]2[CH:17]=[CH:16][CH:15]=[CH:14][C:12]=2[N:13]=[C:9]1[C:6]1[CH:7]=[CH:8][C:3]([CH2:2][C:19]#[N:20])=[CH:4][C:5]=1[F:18] |f:1.2|. Procedure details: To a mixture of 1.0 gm. of 2-(4-bromomethyl-2-fluorophenyl)benzoxazole in 50 cc. of dry methanol which has been cooled in an ice-water bath is added 1.5 gm. of sodium cyanide. The reaction mixture is stirred cold for 10 minutes, allowed to warm to room temperature and finally heated on the steam bath. Solution of the starting material occurs and after 5 minutes reflux the reaction mixture is cooled, concentrated to about 25 cc., and poured into 100 cc. of ice cold 2.5 N hydrochloric acid. The re... The reactants are CCOC(=O)C(C)(F)C(=O)O, CN1C(=O)C(N)c2ccccc2-c2ccccc21. The product is CCOC(=O)C(C)(F)C(=O)NC1C(=O)N(C)c2ccccc2-c2ccccc21. RXN SMILES: [CH2:19]([CH3:20])[O:21][C:22]([C:23]([C:24](=[O:25])[OH:26])([CH3:27])[F:28])=[O:29].[NH2:1][CH:2]1[c:3]2[c:4]([cH:15][cH:16][cH:17][cH:18]2)-[c:5]2[c:6]([cH:11][cH:12][cH:13][cH:14]2)[N:7]([CH3:10])[C:8]1=[O:9]>>[NH:1]([CH:2]1[c:3]2[c:4]([cH:15][cH:16][cH:17][cH:18]2)-[c:5]2[c:6]([cH:11][cH:12][cH:13][cH:14]2)[N:7]([CH3:10])[C:8]1=[O:9])[C:24]([C:23]([C:22]([O:21][CH2:19][CH3:20])=[O:29])([CH3:27])[F:28])=[O:25].